From a dataset of the Open Reaction Database (ORD), a public repository of structured organic reaction records. describe an organic reaction: reactants, conditions, products, and yield Starting materials: C(#N)C1(CCOCC1)C1=CC=C(OC2CCN(CC2)C(=O)OC(C)(C)C)C=C1 (tert-Butyl 4-[4-(4-cyanotetrahydro-2H-pyran-4-yl)phenoxy]-1-piperidinecarboxylate), C(=O)(C(F)(F)F)O (TFA). Solvent: ClCCl (dichloromethane). The product is N1CCC(CC1)OC1=CC=C(C=C1)C1(CCOCC1)C#N (4-[4-(4-piperidinyloxy)phenyl]tetrahydro-2H-pyran-4-carbonitrile). RXN SMILES: [C:1]([C:3]1([C:9]2[CH:28]=[CH:27][C:12]([O:13][CH:14]3[CH2:19][CH2:18][N:17](C(OC(C)(C)C)=O)[CH2:16][CH2:15]3)=[CH:11][CH:10]=2)[CH2:8][CH2:7][O:6][CH2:5][CH2:4]1)#[N:2].C(O)(C(F)(F)F)=O>ClCCl>[NH:17]1[CH2:16][CH2:15][CH:14]([O:13][C:12]2[CH:11]=[CH:10][C:9]([C:3]3([C:1]#[N:2])[CH2:4][CH2:5][O:6][CH2:7][CH2:8]3)=[CH:28][CH:27]=2)[CH2:19][CH2:18]1. Procedure: tert-Butyl 4-[4-(4-cyanotetrahydro-2H-pyran-4-yl)phenoxy]-1-piperidinecarboxylate (720 mg) was dissolved in dichloromethane (50 ml) at 0° C. TFA (10 ml) was added and the mixture stirred whilst warming to room temperature over 2 hours. The reaction mixture was then concentrated in vacuo, and partitioned between dichloromethane (80 ml) and 0.5M NaOH (50 ml). The dichlorormethane solution was dried over Na2SO4 and evaporated to give 4-[4-(4-piperidinyloxy)phenyl]tetrahydro-2H-pyran-4-carbonitrile ... Reactants: C(C)(C)(C)OC(=O)N1CC(CC1)NCC1=CC=C(C=C1)Cl (3-(4-Chloro-benzylamino)-pyrrolidine-1-carboxylic acid tert-butyl ester), COC(CBr)=O (Bromo-acetic acid methyl ester), C(=O)([O-])[O-].[K+].[K+] (K2CO3), resultant suspension. The solvent is CN(C)C=O (DMF), O (water), C(C)OCC (ethyl ether). Product: C(C)(C)(C)OC(=O)N1CC(CC1)N(CC(=O)OC)CC1=CC=C(C=C1)Cl (3-[(4-Chloro-benzyl)-methoxycarbonylmethyl-amino]-pyrrolidine-1-carboxylic acid tert-butyl ester). Reaction SMILES: [C:1]([O:5][C:6]([N:8]1[CH2:12][CH2:11][CH:10]([NH:13][CH2:14][C:15]2[CH:20]=[CH:19][C:18]([Cl:21])=[CH:17][CH:16]=2)[CH2:9]1)=[O:7])([CH3:4])([CH3:3])[CH3:2].[CH3:22][O:23][C:24](=[O:27])[CH2:25]Br.C([O-])([O-])=O.[K+].[K+]>CN(C=O)C.O.C(OCC)C>[C:1]([O:5][C:6]([N:8]1[CH2:12][CH2:11][CH:10]([N:13]([CH2:14][C:15]2[CH:20]=[CH:19][C:18]([Cl:21])=[CH:17][CH:16]=2)[CH2:25][C:24]([O:23][CH3:22])=[O:27])[CH2:9]1)=[O:7])([CH3:4])([CH3:2])[CH3:3] |f:2.3.4|. Procedure details: To a solution of 3-(4-Chloro-benzylamino)-pyrrolidine-1-carboxylic acid tert-butyl ester (3.3 g, 10.7 mmol) in DMF (40 mL) was added Bromo-acetic acid methyl ester (1.01 mL, 10.7 mmol) and K2CO3 (1.48 g, 10.7 mmol). The resultant suspension was stirred at 70° C. overnight. The reaction mixture was diluted with water and ethyl ether. The organic extract was dried over MgSO4, filtered and concentrated to provide the desired product as an oil. The crude product was purified on SiO2 and concentrated... The reactants are C(C)(C)(C)OC(=O)N1[C@@H](CC(C1)=NOC(C)(C)C)C(=O)O ((2S,4EZ)-1-(tert-butoxycarbonyl)-4-(tert-butoxyimino)-2-pyrrolidinecarboxylic acid), C1(=CC=CC=C1)C(C(=O)Cl)C1=CC=CC=C1 (diphenylacetyl chloride), C(C)N(CCN)CC (N1,N1-diethyl-1,2-ethanediamine). Yields the product C(C)(C)(C)ON=C1C[C@H](N(C1)C(C(C1=CC=CC=C1)C1=CC=CC=C1)=O)C(=O)NCCN(CC)CC ((2S,4EZ)-4-(tert-butoxyimino)-N-[2-(diethylamino)ethyl]-1-(diphenyl-acetyl)-2-pyrrolidinecarboxamide). Reaction SMILES: C(O[C:6]([N:8]1[CH2:12][C:11](=[N:13][O:14][C:15]([CH3:18])([CH3:17])[CH3:16])[CH2:10][C@H:9]1[C:19]([OH:21])=O)=[O:7])(C)(C)C.[C:22]1([CH:28]([C:32]2[CH:37]=[CH:36][CH:35]=[CH:34][CH:33]=2)C(Cl)=O)[CH:27]=[CH:26][CH:25]=[CH:24][CH:23]=1.[CH2:38]([N:40]([CH2:44][CH3:45])[CH2:41][CH2:42][NH2:43])[CH3:39]>>[C:15]([O:14][N:13]=[C:11]1[CH2:12][N:8]([C:6](=[O:7])[CH:28]([C:22]2[CH:23]=[CH:24][CH:25]=[CH:26][CH:27]=2)[C:32]2[CH:33]=[CH:34][CH:35]=[CH:36][CH:37]=2)[C@H:9]([C:19]([NH:43][CH2:42][CH2:41][N:40]([CH2:44][CH3:45])[CH2:38][CH3:39])=[O:21])[CH2:10]1)([CH3:16])([CH3:17])[CH3:18]. Procedure details: Following the general method as outlined in Example 22, starting from (2S,4EZ)-1-(tert-butoxycarbonyl)-4-(tert-butoxyimino)-2-pyrrolidinecarboxylic acid, diphenylacetyl chloride, and N1,N1-diethyl-1,2-ethanediamine the title compound was obtained in 80% purity by LC/MS. MS(ESI+): m/z=493.4. The reagents and catalysts are dcype. Product: COc1ccccc1c3ccc2ccccc2c3. Conditions: temperature 120 celsius, time 12 hour. Reactants: CCO[Si](OCC)(OCC)c1ccccc1OC (effective_coupling_partner), CN(C)C(=O)Oc2ccc1ccccc1c2 (substrate). The reactants are CCCCO, [Na+], [OH-], O, CCC(C)(C)c1cc(-n2nc3ccccc3[n+]2[O-])c(O)c(C(C)(C)CC)c1, O=C1c2ccccc2-c2ccccc21. The product is CCC(C)(C)c1cc(-n2nc3ccccc3n2)c(O)c(C(C)(C)CC)c1. As a reaction SMILES: [CH2:28]([OH:29])[CH2:30][CH2:31][CH3:32].[Na+:34].[OH-:33].[OH2:49].[OH:1][c:2]1[c:3](-[n:18]2[n:19][c:20]3[c:21]([n+:22]2[O-:23])[cH:24][cH:25][cH:26][cH:27]3)[cH:4][c:5]([C:13]([CH3:14])([CH3:15])[CH2:16][CH3:17])[cH:6][c:7]1[C:8]([CH3:9])([CH3:10])[CH2:11][CH3:12].[cH:35]1[c:36]2[c:45]([cH:46][cH:47][cH:48]1)-[c:40]1[c:39]([cH:44][cH:43][cH:42][cH:41]1)[C:37]2=[O:38]>>[OH:1][c:2]1[c:3](-[n:18]2[n:19][c:20]3[c:21]([n:22]2)[cH:24][cH:25][cH:26][cH:27]3)[cH:4][c:5]([C:13]([CH3:14])([CH3:15])[CH2:16][CH3:17])[cH:6][c:7]1[C:8]([CH3:9])([CH3:10])[CH2:11][CH3:12]. Starting materials: FC1=CC=C(CN)C=C1 (4-fluorobenzylamine), ClC=1C=C(C=CC1Cl)N1C(NC=C1C1=CC=CC=C1)=O (1-(3,4-dichloro-phenyl)-5-phenyl-1,3-dihydro-imidazol-2-one), BrBr (Br2). The solvent is C(Cl)(Cl)Cl (chloroform), C(Cl)(Cl)Cl (chloroform). Reaction conditions: time 10 minute. Product: ClC=1C=C(C=CC1Cl)N1C(N=C(C1C1=CC=CC=C1)NCC1=CC=C(C=C1)F)=O (Rac-1-(3,4-dichloro-phenyl)-4-(4-fluorobenzylamino)-5-phenyl-1,5-dihydro-imidazol-2-one). Yield: 22.6%. Reaction SMILES: [Cl:1][C:2]1[CH:3]=[C:4]([N:9]2[C:13]([C:14]3[CH:19]=[CH:18][CH:17]=[CH:16][CH:15]=3)=[CH:12][NH:11][C:10]2=[O:20])[CH:5]=[CH:6][C:7]=1[Cl:8].BrBr.[F:23][C:24]1[CH:31]=[CH:30][C:27]([CH2:28][NH2:29])=[CH:26][CH:25]=1>C(Cl)(Cl)Cl>[Cl:1][C:2]1[CH:3]=[C:4]([N:9]2[CH:13]([C:14]3[CH:19]=[CH:18][CH:17]=[CH:16][CH:15]=3)[C:12]([NH:29][CH2:28][C:27]3[CH:30]=[CH:31][C:24]([F:23])=[CH:25][CH:26]=3)=[N:11][C:10]2=[O:20])[CH:5]=[CH:6][C:7]=1[Cl:8]. Reported procedure: To a stirred solution of 1-(3,4-dichloro-phenyl)-5-phenyl-1,3-dihydro-imidazol-2-one (1 equiv., 0.33 mmol, 100 mg) in chloroform (5 mL) was added dropwise Br2 (1.1 equiv., 0.36 mmol, 19 μL) in chloroform (2 mL) at 0° C. under nitrogen. After 10 min, 4-fluorobenzylamine (10 equiv., 3.28 mmol, 372 μL) was added in situ at 0° C. The reaction mixture was allowed to warm up to room temperature and heated at reflux overnight. After evaporation of solvent, the residue was purified by column chromatogra... Reactants: C[Si](C)(C)CCOCn1ccnc1CC(COc1ccc(C=O)cc1)Cc1nccn1COCC[Si](C)(C)C, CC=C(C)C, CC(C)(C)O, [O-][Cl+][O-], Cl, [Na+], [Na+], O, O=P([O-])(O)O. Product: C[Si](C)(C)CCOCn1ccnc1CC(COc1ccc(C(=O)O)cc1)Cc1nccn1COCC[Si](C)(C)C. RXN SMILES: [CH3:1][Si:2]([CH2:3][CH2:4][O:5][CH2:6][n:7]1[c:8]([CH2:12][CH:13]([CH2:14][O:15][c:16]2[cH:17][cH:18][c:19]([CH:20]=[O:21])[cH:22][cH:23]2)[CH2:24][c:25]2[n:26]([CH2:30][O:31][CH2:32][CH2:33][Si:34]([CH3:35])([CH3:36])[CH3:37])[cH:27][cH:28][n:29]2)[n:9][cH:10][cH:11]1)([CH3:38])[CH3:39].[CH3:46][C:47](=[CH:48][CH3:49])[CH3:50].[CH3:57][C:58]([OH:59])([CH3:60])[CH3:61].[Cl+:51]([O-:52])[O-:53].[ClH:55].[Na+:45].[Na+:54].[OH2:56].[P:40](=[O:41])([O-:42])([OH:43])[OH:44]>>[CH3:1][Si:2]([CH2:3][CH2:4][O:5][CH2:6][n:7]1[c:8]([CH2:12][CH:13]([CH2:14][O:15][c:16]2[cH:17][cH:18][c:19]([C:20](=[O:21])[OH:41])[cH:22][cH:23]2)[CH2:24][c:25]2[n:26]([CH2:30][O:31][CH2:32][CH2:33][Si:34]([CH3:35])([CH3:36])[CH3:37])[cH:27][cH:28][n:29]2)[n:9][cH:10][cH:11]1)([CH3:38])[CH3:39].